The task is: describe an organic reaction: reactants, conditions, products, and yield. This data is from the Open Reaction Database (ORD), a public repository of structured organic reaction records. The reactants are c1ccc2c(c1)CCNCC2, CCN(C(C)C)C(C)C, CN(C)C=O, Cc1nc(Cl)c(C#N)nc1-c1ccccc1, Cl. As a reaction SMILES: [CH2:18]1[CH2:19][NH:20][CH2:21][CH2:22][c:23]2[c:24]1[cH:25][cH:26][cH:27][cH:28]2.[CH2:29]([N:30]([CH:31]([CH3:32])[CH3:33])[CH:34]([CH3:35])[CH3:36])[CH3:37].[CH3:38][N:39]([CH3:40])[CH:41]=[O:42].[Cl:1][c:2]1[c:3]([C:15]#[N:16])[n:4][c:5](-[c:9]2[cH:10][cH:11][cH:12][cH:13][cH:14]2)[c:6]([CH3:8])[n:7]1.[ClH:17]>>[c:2]1([N:20]2[CH2:19][CH2:18][c:24]3[c:23]([cH:28][cH:27][cH:26][cH:25]3)[CH2:22][CH2:21]2)[c:3]([C:15]#[N:16])[n:4][c:5](-[c:9]2[cH:10][cH:11][cH:12][cH:13][cH:14]2)[c:6]([CH3:8])[n:7]1. Yields the product Cc1nc(N2CCc3ccccc3CC2)c(C#N)nc1-c1ccccc1.